From a dataset of the Open Reaction Database (ORD), a public repository of structured organic reaction records. describe an organic reaction: reactants, conditions, products, and yield The reactants are BrC1=CC(=C(C(=O)OC(C)(C)C)C=C1)NC1=CC=C(C=C1)F (tert-butyl 4-bromo-2-(4-fluoroanilino)benzoate), C(C)(=O)[O-].[K+] (potassium acetate), C1=CCCC1 (cyclopentene), C(CC(O)(C(=O)O)CC(=O)O)(=O)O (citric acid). Reagents/catalysts: [Cl-].C(CCC)[N+](CCCC)(CCCC)CCCC (tetrabutylammonium chloride), C(C)(=O)[O-].[Pd+2].C(C)(=O)[O-] (palladium acetate), C1(=CC=CC=C1)P(C1=CC=CC=C1)C1=CC=CC=C1 (triphenylphosphine). The solvent is CN(C=O)C (N,N-dimethylformamide), C(C)(=O)OCC (Ethyl acetate). Reaction conditions: time 17 hour. Product: C1(C=CCC1)C1=CC(=C(C(=O)OC(C)(C)C)C=C1)NC1=CC=C(C=C1)F (tert-butyl 4-(2-cyclopenten-1-yl)-2-(4-fluoroanilino)benzoate). RXN SMILES: Br[C:2]1[CH:14]=[CH:13][C:5]([C:6]([O:8][C:9]([CH3:12])([CH3:11])[CH3:10])=[O:7])=[C:4]([NH:15][C:16]2[CH:21]=[CH:20][C:19]([F:22])=[CH:18][CH:17]=2)[CH:3]=1.C([O-])(=O)C.[K+].[CH:28]1[CH2:32][CH2:31][CH2:30][CH:29]=1.C(O)(=O)CC(CC(O)=O)(C(O)=O)O>[Cl-].C([N+](CCCC)(CCCC)CCCC)CCC.C([O-])(=O)C.[Pd+2].C([O-])(=O)C.C1(P(C2C=CC=CC=2)C2C=CC=CC=2)C=CC=CC=1.C(OCC)(=O)C.CN(C)C=O>[CH:32]1([C:2]2[CH:14]=[CH:13][C:5]([C:6]([O:8][C:9]([CH3:12])([CH3:11])[CH3:10])=[O:7])=[C:4]([NH:15][C:16]3[CH:21]=[CH:20][C:19]([F:22])=[CH:18][CH:17]=3)[CH:3]=2)[CH2:31][CH2:30][CH:29]=[CH:28]1 |f:1.2,5.6,7.8.9|. Reported procedure: To N,N-dimethylformamide 1 mL solution of tert-butyl 4-bromo-2-(4-fluoroanilino)benzoate 0.20 g were added potassium acetate 0.16 g, tetrabutylammonium chloride 0.15 g, cyclopentene 0.24 mL, palladium acetate 3.1 mg and triphenylphosphine 3.6 mg, and it was stirred under nitrogen atmosphere at room temperature for 17 hours. Ethyl acetate and 10% citric acid aqueous solution were added to the reaction mixture. The organic layer was separated and collected,dried over anhydrous magnesium sulfate af... Reactants: ClC=1C(N(N=CC1Cl)C1CC(CC(C1)(C)C)(C)C)=O (4,5-Dichloro-2-(3,3,5,5-tetramethylcyclohexyl)pyridazin-3-one), C(CC)N (n-propylamine). Product: ClC=1C(N(N=CC1NCCC)C1CC(CC(C1)(C)C)(C)C)=O (4-Chloro-5-n-propylamino-2-(3,3,5,5-tetramethylcyclohexyl)pyridazin-3-one). As a reaction SMILES: [Cl:1][C:2]1[C:3](=[O:19])[N:4]([CH:9]2[CH2:14][C:13]([CH3:16])([CH3:15])[CH2:12][C:11]([CH3:18])([CH3:17])[CH2:10]2)[N:5]=[CH:6][C:7]=1Cl.[CH2:20]([NH2:23])[CH2:21][CH3:22]>>[Cl:1][C:2]1[C:3](=[O:19])[N:4]([CH:9]2[CH2:14][C:13]([CH3:16])([CH3:15])[CH2:12][C:11]([CH3:18])([CH3:17])[CH2:10]2)[N:5]=[CH:6][C:7]=1[NH:23][CH2:20][CH2:21][CH3:22]. Reported procedure: 4-Chloro-5-n-propylamino-2-(3,3,5,5-tetramethylcyclohexyl)pyridazin-3-one was prepared from 4,5-Dichloro-2-(3,3,5,5-tetramethylcyclohexyl)pyridazin-3-one in a similar manner using n-propylamine (4 equivalents). 1H NMR (300 MHz CDCl3) 7.6 (s, 1H), 5.3 (m, 1H), 4.65 (brs, 1H), 3.5 (q, 2H, J=7 Hz), 1.72 (q, 2H, J=7 Hz), 1.55 (m, 4H), 1.3 (m, 1H), 1.15 (m, 1H), 1.15 (s, 6H), 1.04 (t, 3H, J=7 Hz), 0.95 (s, 6H). The reactants are CC(=O)c1ccc(F)cc1N(C)C=O, ClCCl, O, O=S(=O)(Cl)Cl. The product is CN(C=O)c1cc(F)ccc1C(=O)CCl. As a reaction SMILES: [C:6]([CH3:7])(=[O:8])[c:9]1[c:10]([N:11]([CH:12]=[O:13])[CH3:14])[cH:15][c:16]([F:19])[cH:17][cH:18]1.[Cl:21][CH2:22][Cl:23].[OH2:20].[S:1]([Cl:2])(=[O:3])([Cl:4])=[O:5]>>[Cl:4][CH2:7][C:6](=[O:8])[c:9]1[c:10]([N:11]([CH:12]=[O:13])[CH3:14])[cH:15][c:16]([F:19])[cH:17][cH:18]1. The product is Cc1nnc(CN2C(=O)c3ccccc3C2=O)n1-c1ccc([N+](=O)[O-])cc1C(=O)c1ccccc1Cl. The reactants are Cc1nnc(CO)n1-c1ccc([N+](=O)[O-])cc1C(=O)c1ccccc1Cl, O=C1NC(=O)c2ccccc21, CCOC(=O)N=NC(=O)OCC, C1CCOC1, c1ccc(P(c2ccccc2)c2ccccc2)cc1. RXN SMILES: [N+:1](=[O:2])([O-:3])[c:4]1[cH:5][cH:6][c:7](-[n:19]2[c:20]([CH2:25][OH:26])[n:21][n:22][c:23]2[CH3:24])[c:8]([C:9](=[O:10])[c:11]2[c:12]([Cl:17])[cH:13][cH:14][cH:15][cH:16]2)[cH:18]1.[O:27]=[C:28]1[NH:29][C:30](=[O:31])[c:32]2[cH:33][cH:34][cH:35][cH:36][c:37]21.[O:57]=[C:58]([O:59][CH2:60][CH3:61])[N:62]=[N:63][C:64]([O:65][CH2:66][CH3:67])=[O:68].[O:69]1[CH2:70][CH2:71][CH2:72][CH2:73]1.[c:38]1([P:39]([c:40]2[cH:41][cH:42][cH:43][cH:44][cH:45]2)[c:46]2[cH:47][cH:48][cH:49][cH:50][cH:51]2)[cH:52][cH:53][cH:54][cH:55][cH:56]1>>[N+:1](=[O:2])([O-:3])[c:4]1[cH:5][cH:6][c:7](-[n:19]2[c:20]([CH2:25][N:29]3[C:28](=[O:27])[c:37]4[c:32]([cH:33][cH:34][cH:35][cH:36]4)[C:30]3=[O:31])[n:21][n:22][c:23]2[CH3:24])[c:8]([C:9](=[O:10])[c:11]2[c:12]([Cl:17])[cH:13][cH:14][cH:15][cH:16]2)[cH:18]1. Starting materials: O1C=C(C=C1)C(=O)C1=CC=2C(=CN=CC2)N1 (3-Furyl(1H-pyrrolo[2,3-c]pyridin-2-yl)methanone), C(C)(C)(C)OC(NCCON)=O (tert-butyl[2-(aminooxy)ethyl]carbamate), Cl (hydrogen chloride). Solvent: C(C)O (ethanol). Yields the product O1C=C(C=C1)C(C1=CC=2C(=CN=CC2)N1)=NOCCNC(OC(C)(C)C)=O (tert-butyl 2-[[[(3-furyl)(1H-pyrrolo[2,3-c]pyridin-2-yl)methylene]amino]oxy]ethylcarbamate). Isolated yield 45.0%. Reaction SMILES: [O:1]1[CH:5]=[CH:4][C:3]([C:6]([C:8]2[NH:16][C:11]3=[CH:12][N:13]=[CH:14][CH:15]=[C:10]3[CH:9]=2)=O)=[CH:2]1.[C:17]([O:21][C:22](=[O:28])[NH:23][CH2:24][CH2:25][O:26][NH2:27])([CH3:20])([CH3:19])[CH3:18].Cl>C(O)C>[O:1]1[CH:5]=[CH:4][C:3]([C:6](=[N:27][O:26][CH2:25][CH2:24][NH:23][C:22](=[O:28])[O:21][C:17]([CH3:19])([CH3:18])[CH3:20])[C:8]2[NH:16][C:11]3=[CH:12][N:13]=[CH:14][CH:15]=[C:10]3[CH:9]=2)=[CH:2]1. Reported procedure: 3-Furyl(1H-pyrrolo[2,3-c]pyridin-2-yl)methanone (Example 137) (63 mg, 0.30 mmol) and tert-butyl[2-(aminooxy)ethyl]carbamate (55 mg, 0.31 mmol) were combined in ethanol (5 mL). The pH of the mixture was adjusted to ca. 4 using 1 M ethereal hydrogen chloride and the reaction mixture was refluxed for 12 h. The solvent was removed under vacuum. The residue was dissolved in ethyl acetate, washed with saturated sodium bicarbonate solution and then brine, dried over sodium sulfate, and concentrated to ... Reactants: COC1=C2CCC(C2=C(C=C1)OC)=O (4,7-Dimethoxy-1-indanone), Cl(=O)(=O)(=O)O (perchloric acid), aqueous solution, [H][H] (hydrogen), C(C)(=O)[O-].[K+] (potassium acetate). Reagents/catalysts: [Pd] (palladium on carbon). The solvent is C(C)(=O)O (acetic acid). Product: desired product, COC1=C2CCCC2=C(C=C1)OC (4,7-dimethoxyindane). Isolated yield 48.2%. RXN SMILES: [CH3:1][O:2][C:3]1[CH:11]=[CH:10][C:9]([O:12][CH3:13])=[C:8]2[C:4]=1[CH2:5][CH2:6][C:7]2=O.Cl(O)(=O)(=O)=O.[H][H].C([O-])(=O)C.[K+]>[Pd].C(O)(=O)C>[CH3:13][O:12][C:9]1[CH:10]=[CH:11][C:3]([O:2][CH3:1])=[C:4]2[C:8]=1[CH2:7][CH2:6][CH2:5]2 |f:3.4|. Reported procedure: A mixture of intermediate A (19 g, 99 mmole), perchloric acid (2.5 ml of a 70% aqueous solution) and 10% palladium on carbon catalyst (2 g) in acetic acid (250 ml) was placed in a Paar bottle and shaken under 40 psi (2.75 bars) of hydrogen in a Paar shaker apparatus for 15 hours. Solid potassium acetate was added, and the mixture was filtered through a Celite pad. The Celite pad was washed with tetrahydrofuran, and the combined filtrates were poured into ice water (2 liters). The resulting white... Reactants: BrC=1SC=C(C1)Br (2,4-dibromothiophene), [Li]CCCC (n-BuLi), O1CC1 (oxirane). Solvent: CCOCC (ether). Conditions: temperature -78 celsius, time 0.5 hour. Product: BrC=1C=C(SC1)CCO (2-(4-bromothiophen-2-yl)ethanol). Reaction SMILES: Br[C:2]1[S:3][CH:4]=[C:5]([Br:7])[CH:6]=1.[Li]CCCC.[O:13]1[CH2:15][CH2:14]1>CCOCC>[Br:7][C:5]1[CH:6]=[C:2]([CH2:15][CH2:14][OH:13])[S:3][CH:4]=1. Procedure details: To a solution of 2,4-dibromothiophene (1 g, 4.13 mmol) in anhydrous ether was added n-BuLi (1.66 mL, 4.13 mmol) at −78° C. dropwise. After stirring at −78° C. for 0.5 hr, oxirane (0.32 mL, 19.28 mmol/mL in ether) was added to the reaction mixture quickly. After stirring at 0° C. for 1.5 hr, the reaction mixture was quenched with aqueous NH4Cl solution, extracted with EtOAc, concentrated and purified to give the desired product. Product: C(C1=CC=CC=C1)NCC1=NC(=C2N=CN(C2=N1)[C@@H]1O[C@@H]([C@H]([C@H]1O)O)COC)NCC(C1=CC=CC=C1)C1=CC=CC=C1 ((2R,3R,4S,5R)-2-[2-[(Benzylamino)methyl]-6-[(2,2-diphenylethyl)amino]-9H-purin-9-yl]-5-(methoxymethyl)tetrahydro-3,4-furandiol). Run in O1CCCC1 (tetrahydrofuran), C(C)(=O)OCC (ethyl acetate), O1CCCC1 (tetrahydrofuran). Procedure details: (2R,3R,4S,5R)-2-{2-(Aminomethyl)-6-[(2,2-diphenylethyl)amino]-9H-purin-9-yl}-5-(methoxymethyl)tetrahydro-3,4-furandiol (example 1) (110 mg, 0.22 mmol) was dissolved (using gentle heating) in dry tetrahydrofuran (15 ml). The stirred solution was then cooled to room temperature and treated with a solution of benzaldehyde (21 mg, 0.20 mmol) in dry tetrahydrofuran (2 ml) followed by addition of sodium triacetoxyborohydride (70 mg, 0.33 mmol). The resultant mixture was stirred at room temperature for... RXN SMILES: [NH2:1][CH2:2][C:3]1[N:11]=[C:10]2[C:6]([N:7]=[CH:8][N:9]2[C@H:12]2[C@H:16]([OH:17])[C@H:15]([OH:18])[C@@H:14]([CH2:19][O:20][CH3:21])[O:13]2)=[C:5]([NH:22][CH2:23][CH:24]([C:31]2[CH:36]=[CH:35][CH:34]=[CH:33][CH:32]=2)[C:25]2[CH:30]=[CH:29][CH:28]=[CH:27][CH:26]=2)[N:4]=1.[CH:37](=O)[C:38]1[CH:43]=[CH:42][CH:41]=[CH:40][CH:39]=1.C(O[BH-](OC(=O)C)OC(=O)C)(=O)C.[Na+]>O1CCCC1.C(OCC)(=O)C>[CH2:37]([NH:1][CH2:2][C:3]1[N:11]=[C:10]2[C:6]([N:7]=[CH:8][N:9]2[C@H:12]2[C@H:16]([OH:17])[C@H:15]([OH:18])[C@@H:14]([CH2:19][O:20][CH3:21])[O:13]2)=[C:5]([NH:22][CH2:23][CH:24]([C:31]2[CH:36]=[CH:35][CH:34]=[CH:33][CH:32]=2)[C:25]2[CH:26]=[CH:27][CH:28]=[CH:29][CH:30]=2)[N:4]=1)[C:38]1[CH:43]=[CH:42][CH:41]=[CH:40][CH:39]=1 |f:2.3|. Starting materials: C(C1=CC=CC=C1)=O (benzaldehyde), NCC1=NC(=C2N=CN(C2=N1)[C@@H]1O[C@@H]([C@H]([C@H]1O)O)COC)NCC(C1=CC=CC=C1)C1=CC=CC=C1 ((2R,3R,4S,5R)-2-{2-(Aminomethyl)-6-[(2,2-diphenylethyl)amino]-9H-purin-9-yl}-5-(methoxymethyl)tetrahydro-3,4-furandiol), resultant mixture, C(C)(=O)O[BH-](OC(C)=O)OC(C)=O.[Na+] (sodium triacetoxyborohydride). Yield: 57.7%. Starting materials: BrC1=CC(=C(C=C1)CN(S(=O)(=O)CC1=CC=CC=C1)CC(F)(F)F)F (N-[(4-bromo-2-fluoro-phenyl)methyl]-1-phenyl-N-(2,2,2-trifluoroethyl)methanesulfonamide), N1=CC=C(C=C1)B(O)O (4-pyridylboronic acid), C([O-])([O-])=O.[Na+].[Na+] (sodium carbonate). Conditions: temperature 80 celsius, time 16 hour. The product is FC1=C(C=CC(=C1)C1=CC=NC=C1)CN(S(=O)(=O)CC1=CC=CC=C1)CC(F)(F)F (N-[[2-fluoro-4-(4-pyridyl)phenyl]methyl]-1-phenyl-N-(2,2,2-trifluoroethyl)methanesulfonamide). Yield: 92.9%. RXN SMILES: Br[C:2]1[CH:7]=[CH:6][C:5]([CH2:8][N:9]([CH2:20][C:21]([F:24])([F:23])[F:22])[S:10]([CH2:13][C:14]2[CH:19]=[CH:18][CH:17]=[CH:16][CH:15]=2)(=[O:12])=[O:11])=[C:4]([F:25])[CH:3]=1.[N:26]1[CH:31]=[CH:30][C:29](B(O)O)=[CH:28][CH:27]=1.C(=O)([O-])[O-].[Na+].[Na+]>>[F:25][C:4]1[CH:3]=[C:2]([C:29]2[CH:30]=[CH:31][N:26]=[CH:27][CH:28]=2)[CH:7]=[CH:6][C:5]=1[CH2:8][N:9]([CH2:20][C:21]([F:24])([F:23])[F:22])[S:10]([CH2:13][C:14]1[CH:19]=[CH:18][CH:17]=[CH:16][CH:15]=1)(=[O:12])=[O:11] |f:2.3.4|. Procedure details: N-[(4-bromo-2-fluoro-phenyl)methyl]-1-phenyl-N-(2,2,2-trifluoroethyl)methanesulfonamide (Example 2, Step 2) (2 g, 4.54 mmol), 4-pyridylboronic acid (931 mg, 6.81 mmol) dichlorobis(di-tert-butyl(4-dimethylaminophenyl)phosphine)palladium(II) (161 mg, 0.23 mmol) potassium acetate (669 mg, 6.81 mmol) and sodium carbonate (722 mg, 6.81 mmol) were combined and the reaction was purged with nitrogen. Acetonitrile (15 mL) and water (4.5 mL) were then added and the reaction was stirred at 80° C. for 16 ho... Starting materials: ClC1=C(C(=O)OC)C=CC(=C1)C(CCCCCCCCCCCCCCCCC)=O (Methyl 2-chloro-4-(1-oxooctadecyl)benzoate), O.[OH-].[Li+] (lithium hydroxide monohydrate). Yields the product ClC1=C(C(=O)O)C=CC(=C1)C(CCCCCCCCCCCCCCCCC)=O (2-chloro-4-(1-oxooctadecyl)benzoic acid). As a reaction SMILES: [Cl:1][C:2]1[CH:11]=[C:10]([C:12](=[O:30])[CH2:13][CH2:14][CH2:15][CH2:16][CH2:17][CH2:18][CH2:19][CH2:20][CH2:21][CH2:22][CH2:23][CH2:24][CH2:25][CH2:26][CH2:27][CH2:28][CH3:29])[CH:9]=[CH:8][C:3]=1[C:4]([O:6]C)=[O:5].O.[OH-].[Li+]>>[Cl:1][C:2]1[CH:11]=[C:10]([C:12](=[O:30])[CH2:13][CH2:14][CH2:15][CH2:16][CH2:17][CH2:18][CH2:19][CH2:20][CH2:21][CH2:22][CH2:23][CH2:24][CH2:25][CH2:26][CH2:27][CH2:28][CH3:29])[CH:9]=[CH:8][C:3]=1[C:4]([OH:6])=[O:5] |f:1.2.3|. Procedure: By the method of Example 11, 320 mg of the product of Example 14 was treated with 200 mg of lithium hydroxide monohydrate to give the product of Example 11, the title compound.